From a dataset of the Open Reaction Database (ORD), a public repository of structured organic reaction records. describe an organic reaction: reactants, conditions, products, and yield Starting materials: [N+](=O)(O)[O-] (nitric acid), ice H2O, S(O)(O)(=O)=O (sulfuric acid), COC(C1=C(C=C(C=C1)F)F)=O (2,4-difluorobenzoic acid methyl ester). Conditions: time 10 minute. The product is COC(C1=C(C=C(C(=C1)[N+](=O)[O-])F)F)=O (2,4-Difluoro-5-nitrobenzoic acid methyl ester). RXN SMILES: [N+:1]([O-:4])(O)=[O:2].S(=O)(=O)(O)O.[CH3:10][O:11][C:12](=[O:21])[C:13]1[CH:18]=[CH:17][C:16]([F:19])=[CH:15][C:14]=1[F:20]>>[CH3:10][O:11][C:12](=[O:21])[C:13]1[CH:18]=[C:17]([N+:1]([O-:4])=[O:2])[C:16]([F:19])=[CH:15][C:14]=1[F:20]. Procedure: Fuming nitric acid 90% (8.5 mL, 0.19 mol) was added with gentle stirring to concentrated sulfuric acid 98% (125 mL) in a 1 L beaker. After stirring for 10 minutes at room temperature, 2,4-difluorobenzoic acid methyl ester (21.9 g, 0.127 mol) was added dropwise. After the addition, the reaction mixture was allowed to stir gently for 40 minutes at room temperature. The reaction mixture was then poured into ice-H2O (1 L) and stirred for 10 minutes. The mixture was extracted with EtOAc. The layers w... Reactants: O=C(Cl)C1CC1, Cl, CC1=C(C#N)C(c2ccc(C#N)cc2)n2nc(N)nc2N1c1cccc(C(F)(F)F)c1, c1ccncc1. Product: CC1=C(C#N)C(c2ccc(C#N)cc2)n2nc(NC(=O)C3CC3)nc2N1c1cccc(C(F)(F)F)c1. As a reaction SMILES: [CH:33]1([C:36](=[O:37])[Cl:38])[CH2:34][CH2:35]1.[ClH:1].[NH2:2][c:3]1[n:4][n:5]2[c:6]([n:32]1)[N:7]([c:22]1[cH:23][c:24]([C:28]([F:29])([F:30])[F:31])[cH:25][cH:26][cH:27]1)[C:8]([CH3:21])=[C:9]([C:19]#[N:20])[CH:10]2[c:11]1[cH:12][cH:13][c:14]([C:17]#[N:18])[cH:15][cH:16]1.[cH:39]1[cH:40][cH:41][n:42][cH:43][cH:44]1>>[NH:2]([c:3]1[n:4][n:5]2[c:6]([n:32]1)[N:7]([c:22]1[cH:23][c:24]([C:28]([F:29])([F:30])[F:31])[cH:25][cH:26][cH:27]1)[C:8]([CH3:21])=[C:9]([C:19]#[N:20])[CH:10]2[c:11]1[cH:12][cH:13][c:14]([C:17]#[N:18])[cH:15][cH:16]1)[C:36]([CH:33]1[CH2:34][CH2:35]1)=[O:37].